Dataset: the Open Reaction Database (ORD), a public repository of structured organic reaction records. Task: describe an organic reaction: reactants, conditions, products, and yield Starting materials: Cl.N[C@](CO)(C(F)F)C1=C(C=CC(=C1)Br)F ((R)-2-amino-2-(5-bromo-2-fluoro-phenyl)-3,3-difluoro-propan-1-ol HCl salt), C(=O)([O-])[O-].[K+].[K+] (K2CO3), ClCC(=O)Cl (2-chloroacetyl chloride). Solvent: O (water), O (water). Run at temperature 25 celsius, time 30 minute. The product is FC([C@]1(COCC(N1)=O)C1=C(C=CC=C1)F)F ((R)-5-Difluoromethyl-5-(2-fluoro-phenyl)-morpholin-3-one). RXN SMILES: Cl.[NH2:2][C@@:3]([C:9]1[CH:14]=[C:13](Br)[CH:12]=[CH:11][C:10]=1[F:16])([CH:6]([F:8])[F:7])[CH2:4][OH:5].C([O-])([O-])=O.[K+].[K+].Cl[CH2:24][C:25](Cl)=[O:26]>O>[F:7][CH:6]([F:8])[C@:3]1([C:9]2[CH:14]=[CH:13][CH:12]=[CH:11][C:10]=2[F:16])[NH:2][C:25](=[O:26])[CH2:24][O:5][CH2:4]1 |f:0.1,2.3.4|. Procedure: To a suspension of (R)-2-amino-2-(5-bromo-2-fluoro-phenyl)-3,3-difluoro-propan-1-ol HCl salt (0.5 g, 1.56 mmol) in IPAc (5 ml) was added under argon a solution of K2CO3 (0.862 g, 6.24 mmol) in 5 ml water below 25° C. After stirring for 30 min at 25° C. to provide a diphase clear solution, cooled down to −5° C., a solution of 2-chloroacetyl chloride (0.41 g, 3.59 mmol) in IPAc (2 mL) was added slowly with the temperature below 10° C. After stirring for 30 min at 20° C., the organic phase was coll... Starting materials: C(CCl)Cl (EDC), C=1C=CC2=C(C1)N=NN2O (HOBT), NCC=1C(=C(C(=CC1)Br)OC=1C=C(C#N)C=C(C1)Cl)F (3-{[3-(aminomethyl)-6-bromo-2-fluorophenyl]oxy}-5-chlorobenzonitrile), N(=[N+]=[N-])C=1NC(=C(N1)Cl)C(=O)O (2-azido-4-chloro-1H-imidazole-5-carboxylic acid). The solvent is CN(C)C=O (DMF), CCOC(=O)C (EtOAc). Reaction conditions: time 8 hour. The product is N(=[N+]=[N-])C=1NC(=C(N1)Cl)C(=O)NCC1=C(C(=C(C=C1)Br)OC1=CC(=CC(=C1)C#N)Cl)F (2-azido-N-({4-bromo-3-[(3-chloro-5-cyanophenyl)oxy]-2-fluorophenyl}methyl)-4-chloro-1H-imidazole-5-carboxamide). Isolated yield 103.2%. RXN SMILES: C(Cl)CCl.C1C=CC2N(O)N=NC=2C=1.[NH2:15][CH2:16][C:17]1[C:18]([F:34])=[C:19]([O:24][C:25]2[CH:26]=[C:27]([CH:30]=[C:31]([Cl:33])[CH:32]=2)[C:28]#[N:29])[C:20]([Br:23])=[CH:21][CH:22]=1.[N:35]([C:38]1[NH:39][C:40]([C:44](O)=[O:45])=[C:41]([Cl:43])[N:42]=1)=[N+:36]=[N-:37]>CN(C=O)C.CCOC(C)=O>[N:35]([C:38]1[NH:39][C:40]([C:44]([NH:15][CH2:16][C:17]2[CH:22]=[CH:21][C:20]([Br:23])=[C:19]([O:24][C:25]3[CH:26]=[C:27]([C:28]#[N:29])[CH:30]=[C:31]([Cl:33])[CH:32]=3)[C:18]=2[F:34])=[O:45])=[C:41]([Cl:43])[N:42]=1)=[N+:36]=[N-:37]. Procedure: EDC (0.331 g, 1.726 mmol) and HOBT (0.233 g, 1.726 mmol) were added to a solution of 3-{[3-(aminomethyl)-6-bromo-2-fluorophenyl]oxy}-5-chlorobenzonitrile (0.558 g, 1.569 mmol) and 2-azido-4-chloro-1H-imidazole-5-carboxylic acid (0.294 g, 1.569 mmol) in DMF (7 mL). The mixture was stirred at RT overnight. The reaction mixture was diluted with EtOAc and washed with water and brine and the organic layer was dried over sodium sulfate and concentrated to give the crude title compound (0.850 g) as a l... Reactants: O=C([O-])[O-], CCCI, Cn1c(=O)[nH]c(=O)c2c1ncn2Cc1ccc(C(=O)c2ccc(Cl)cc2)cc1, [K+], [K+], CN(C)C=O, O. Yields the product CCCn1c(=O)c2c(ncn2Cc2ccc(C(=O)c3ccc(Cl)cc3)cc2)n(C)c1=O. RXN SMILES: [C:29](=[O:30])([O-:31])[O-:32].[CH2:35]([CH2:36][CH3:37])[I:38].[CH3:1][n:2]1[c:3](=[O:28])[nH:4][c:5](=[O:27])[c:6]2[n:7]([CH2:11][c:12]3[cH:13][cH:14][c:15]([C:18]([c:19]4[cH:20][cH:21][c:22]([Cl:25])[cH:23][cH:24]4)=[O:26])[cH:16][cH:17]3)[cH:8][n:9][c:10]12.[K+:33].[K+:34].[O:39]=[CH:40][N:41]([CH3:42])[CH3:43].[OH2:44]>>[CH3:1][n:2]1[c:3](=[O:28])[n:4]([CH2:35][CH2:36][CH3:37])[c:5](=[O:27])[c:6]2[n:7]([CH2:11][c:12]3[cH:13][cH:14][c:15]([C:18]([c:19]4[cH:20][cH:21][c:22]([Cl:25])[cH:23][cH:24]4)=[O:26])[cH:16][cH:17]3)[cH:8][n:9][c:10]12. The reactants are CC(C)(C)OC(=O)NCCCBr, O=C([O-])[O-], [K+], [K+], CN(C)C=O, O, O=Cc1ccc(O)c2ccccc12. The product is CC(C)(C)OC(=O)NCCCOc1ccc(C=O)c2ccccc12. As a reaction SMILES: [C:14](=[O:15])([O:16][C:17]([CH3:18])([CH3:19])[CH3:20])[NH:21][CH2:22][CH2:23][CH2:24][Br:25].[C:26](=[O:27])([O-:28])[O-:29].[K+:30].[K+:31].[O:33]=[CH:34][N:35]([CH3:36])[CH3:37].[OH2:32].[OH:1][c:2]1[cH:3][cH:4][c:5]([CH:12]=[O:13])[c:6]2[cH:7][cH:8][cH:9][cH:10][c:11]12>>[O:1]([c:2]1[cH:3][cH:4][c:5]([CH:12]=[O:13])[c:6]2[cH:7][cH:8][cH:9][cH:10][c:11]12)[CH2:24][CH2:23][CH2:22][NH:21][C:14](=[O:15])[O:16][C:17]([CH3:18])([CH3:19])[CH3:20]. Reactants: C1(CCCCC1)=O (cyclohexanone), C=O (formaldehyde). Yields the product OCC1C(CCCC1)=O (2-hydroxymethylcyclohexanone). Reaction SMILES: [C:1]1(=[O:7])[CH2:6][CH2:5][CH2:4][CH2:3][CH2:2]1.[CH2:8]=[O:9]>>[OH:9][CH2:8][CH:2]1[CH2:3][CH2:4][CH2:5][CH2:6][C:1]1=[O:7]. Reported procedure: By condensing cyclohexanone (2) with formaldehyde, the 2-hydroxymethylcyclohexanone (3) is obtained, wherefrom, by reaction with phenylmagnesium bromide, 1-phenyl-cis-2-hydroxymethyl-r-1-cyclohexanol (4) is prepared, the latter being subsequently oxidized with potassium permanganate into the acid (1). The reactants are ClC1=NC2=CC=C(C=C2C=C1C(=O)O)Cl (2,6-dichloroquinoline-3-carboxylic acid), NC(C(=O)O)CN1N=C(C=C1C)C (2-amino-3-(3,5-dimethyl-pyrazol-1-yl)-propionic acid). Product: C(=O)(O)C(CN1N=C(C=C1C)C)NC1=NC2=CC=C(C=C2C=C1C(=O)O)Cl (2-[1-Carboxy-2-(3,5-dimethyl-pyrazol-1-yl)-ethylamino]-6-chloro-quinoline-3-carboxylic acid). RXN SMILES: Cl[C:2]1[C:11]([C:12]([OH:14])=[O:13])=[CH:10][C:9]2[C:4](=[CH:5][CH:6]=[C:7]([Cl:15])[CH:8]=2)[N:3]=1.[NH2:16][CH:17]([CH2:21][N:22]1[C:26]([CH3:27])=[CH:25][C:24]([CH3:28])=[N:23]1)[C:18]([OH:20])=[O:19]>>[C:18]([CH:17]([NH:16][C:2]1[C:11]([C:12]([OH:14])=[O:13])=[CH:10][C:9]2[C:4](=[CH:5][CH:6]=[C:7]([Cl:15])[CH:8]=2)[N:3]=1)[CH2:21][N:22]1[C:26]([CH3:27])=[CH:25][C:24]([CH3:28])=[N:23]1)([OH:20])=[O:19]. Reported procedure: In close analogy to the procedure described in Example 1, 2,6-dichloroquinoline-3-carboxylic acid is reacted with 2-amino-3-(3,5-dimethyl-pyrazol-1-yl)-propionic acid to provide the title compound in good yield. The reactants are O (Water), CS(=O)(=O)OCCOC1=C(C=C(C=C1C)C1=CC=C(C=C1)C(=O)OCC1=CC=CC=C1)C (benzyl 4′-(2-methanesulfonyloxyethoxy)-3′,5′-dimethylbiphenyl-4-carboxylate), N[C@H]([C@H](O)C1=CC=C(C=C1)O)C (4-((1R,2S)-2-amino-1-hydroxypropyl)phenol), C(C)(C)NC(C)C (diisopropylamine). Run in C(C)(=O)OCC (ethyl acetate), CN(C=O)C (N,N-dimethylformamide). Conditions: temperature 80 celsius, time 8 hour. Yields the product O[C@@H]([C@H](C)NCCOC1=C(C=C(C=C1C)C1=CC=C(C=C1)C(=O)OCC1=CC=CC=C1)C)C1=CC=C(C=C1)O (benzyl 4′-{2-[(1S,2R)-2-hydroxy-2-(4-hydroxyphenyl)-1-methylethylamino]ethoxy}-3′,5′-dimethylbiphenyl-4-carboxylate). The yield is 46.7%. Reaction SMILES: CS(O[CH2:6][CH2:7][O:8][C:9]1[C:14]([CH3:15])=[CH:13][C:12]([C:16]2[CH:21]=[CH:20][C:19]([C:22]([O:24][CH2:25][C:26]3[CH:31]=[CH:30][CH:29]=[CH:28][CH:27]=3)=[O:23])=[CH:18][CH:17]=2)=[CH:11][C:10]=1[CH3:32])(=O)=O.[NH2:33][C@@H:34]([CH3:44])[C@@H:35]([C:37]1[CH:42]=[CH:41][C:40]([OH:43])=[CH:39][CH:38]=1)[OH:36].C(NC(C)C)(C)C.O>CN(C)C=O.C(OCC)(=O)C>[OH:36][C@H:35]([C:37]1[CH:42]=[CH:41][C:40]([OH:43])=[CH:39][CH:38]=1)[C@@H:34]([NH:33][CH2:6][CH2:7][O:8][C:9]1[C:10]([CH3:32])=[CH:11][C:12]([C:16]2[CH:21]=[CH:20][C:19]([C:22]([O:24][CH2:25][C:26]3[CH:27]=[CH:28][CH:29]=[CH:30][CH:31]=3)=[O:23])=[CH:18][CH:17]=2)=[CH:13][C:14]=1[CH3:15])[CH3:44]. Reported procedure: A mixture of benzyl 4′-(2-methanesulfonyloxyethoxy)-3′,5′-dimethylbiphenyl-4-carboxylate (0.20 g), 4-((1R,2S)-2-amino-1-hydroxypropyl)phenol (0.074 g) and diisopropylamine (0.074 mL) in N,N-dimethylformamide (2 mL) was stirred at 80° C. overnight. Water and ethyl acetate were added to the reaction mixture. The organic layer was separated, washed with water and brine, and dried over anhydrous magnesium sulfate. The solvent was evaporated under reduced pressure, and the residue was purified by sil... Reactants: ClC1=C(C(=C(C=C1)C1=NC(=C2N(C=NC2=N1)C)OC)F)OC (2-(4-Chloro-2-fluoro-3-methoxyphenyl)-6-methoxy-7-methyl-7H-purine), S(=O)(Cl)Cl (thionyl chloride), CN(C)C=O (DMF), [OH-].[Na+] (sodium hydroxide), Cl (HCl), [OH-].[Na+] (sodium hydroxide), ice water. The solvent is O (water), C(C)(=O)OCC (ethyl acetate). Product: ClC1=C2N(C=NC2=NC(=N1)C1=C(C(=C(C=C1)Cl)OC)F)C (6-Chloro-2-(4-chloro-2-fluoro-3-methoxyphenyl)-7-methyl-7H-purine). Yield: 49.3%. Reaction SMILES: [Cl:1][C:2]1[CH:7]=[CH:6][C:5]([C:8]2[N:16]=[C:15]3[C:11]([N:12]([CH3:17])[CH:13]=[N:14]3)=[C:10](OC)[N:9]=2)=[C:4]([F:20])[C:3]=1[O:21][CH3:22].Cl.[OH-].[Na+].CN(C=O)C.S(Cl)([Cl:33])=O>O.C(OCC)(=O)C>[Cl:33][C:10]1[N:9]=[C:8]([C:5]2[CH:6]=[CH:7][C:2]([Cl:1])=[C:3]([O:21][CH3:22])[C:4]=2[F:20])[N:16]=[C:15]2[C:11]=1[N:12]([CH3:17])[CH:13]=[N:14]2 |f:2.3|. Reported procedure: 2-(4-Chloro-2-fluoro-3-methoxyphenyl)-6-methoxy-7-methyl-7H-purine (1.0 g, 3.1 mmol) was combined with 10 mL 6M HCl and heated at reflux for 2 h. After cooling, the mixture was diluted with 15 mL water and the pH was adjusted to 2 by addition of 2M aqueous sodium hydroxide. The precipitated material was collected by filtration, washed with water and dried under vacuum at 80° C. A 500 mg sample of the crude intermediate was slurried in chloroform (10 mL), treated with DMF (0.62 mL, 580 mg, 8.0 mm... Starting materials: resultant mixture, OC1=C(N=NC(=C1)Cl)Cl (4-hydroxy-3,6-dichloropyridazine), C1(CC1)C1=C(C(=CC=C1)C)O (2-cyclopropyl-6-methylphenol), Cl (hydrochloric acid), C1CCCC2=CC=CC=C12 (tetralin), [OH-].[K+] (potassium hydroxide). Run in CO (methanol). Yields the product ClC1=CC(=C(N=N1)OC1=C(C=CC=C1C)C1CC1)O (6-chloro-3-(2-cyclopropyl-6-methylphenoxy)-4-pyridazinol). Isolated yield 64.0%. As a reaction SMILES: [OH:1][C:2]1[CH:7]=[C:6]([Cl:8])[N:5]=[N:4][C:3]=1Cl.[CH:10]1([C:13]2[CH:18]=[CH:17][CH:16]=[C:15]([CH3:19])[C:14]=2[OH:20])[CH2:12][CH2:11]1.C1C2C(=CC=CC=2)CCC1.[OH-].[K+].Cl>CO>[Cl:8][C:6]1[N:5]=[N:4][C:3]([O:20][C:14]2[C:15]([CH3:19])=[CH:16][CH:17]=[CH:18][C:13]=2[CH:10]2[CH2:11][CH2:12]2)=[C:2]([OH:1])[CH:7]=1 |f:3.4|. Procedure: To a mixture of 308 mg (purity: 98%; 1.83 mmol) of 4-hydroxy-3,6-dichloropyridazine and 824 mg (5.51 mmol) of 2-cyclopropyl-6-methylphenol were added tetralin (2.76 g) and 334 mg (5.67 mmol) of 95% potassium hydroxide at room temperature. The resultant mixture was heated to 180° C. while stirring, and stirred at that temperature for 4 hours. Then, the resultant reaction mixture was cooled to room temperature, and a 1 N aqueous hydrochloric acid solution and methanol were added to the reaction mi...